Task: describe an organic reaction: reactants, conditions, products, and yield. Dataset: the Open Reaction Database (ORD), a public repository of structured organic reaction records Reactants: NC(=S)NN=C1CCS(=O)(=O)c2ccc(Br)cc21, Cc1ccc(S(=O)(=O)O)cc1, CO, NNC(N)=S, O=C1CCSc2ccccc21. The product is O=C1CCS(=O)(=O)c2ccc(Br)cc21. RXN SMILES: [Br:1][c:2]1[cH:3][c:4]2[c:9]([cH:10][cH:11]1)[S:8](=[O:12])(=[O:13])[CH2:7][CH2:6][C:5]2=[N:14][NH:15][C:16](=[S:17])[NH2:18].[CH3:35][c:36]1[cH:37][cH:38][c:39]([S:40]([OH:41])(=[O:42])=[O:43])[cH:44][cH:45]1.[CH3:46][OH:47].[NH2:30][NH:31][C:32]([NH2:33])=[S:34].[S:19]1[c:20]2[c:21]([cH:22][cH:23][cH:24][cH:25]2)[C:26](=[O:29])[CH2:27][CH2:28]1>>[Br:1][c:2]1[cH:3][c:4]2[c:9]([cH:10][cH:11]1)[S:8](=[O:12])(=[O:13])[CH2:7][CH2:6][C:5]2=[O:29]. Starting materials: CCCCC(NN1CCCC1COC)c1cnc(-c2ccccc2)n1CCCC, C1CCOC1, Cl. The product is CCCCC(N)c1cnc(-c2ccccc2)n1CCCC. Reaction SMILES: [CH2:1]([CH2:2][CH2:3][CH3:4])[n:5]1[c:6](-[c:24]2[cH:25][cH:26][cH:27][cH:28][cH:29]2)[n:7][cH:8][c:9]1[CH:10]([CH2:11][CH2:12][CH2:13][CH3:14])[NH:15][N:16]1[CH2:17][CH2:18][CH2:19][CH:20]1[CH2:21][O:22][CH3:23].[CH2:31]1[O:32][CH2:33][CH2:34][CH2:35]1.[ClH:30]>>[CH2:1]([CH2:2][CH2:3][CH3:4])[n:5]1[c:6](-[c:24]2[cH:25][cH:26][cH:27][cH:28][cH:29]2)[n:7][cH:8][c:9]1[CH:10]([CH2:11][CH2:12][CH2:13][CH3:14])[NH2:15]. Yields the product C(#C)C=1C(=NC(=CC1C(C)C)C1=CC=CC=C1)C1=CC=C(C=C1)F (3-Ethynyl-2-(4-fluorophenyl)-4-(1-methylethyl)-6-phenylpyridine). Run in C1CCOC1 (THF). Reaction conditions: temperature -78 celsius, time 1 hour. Starting materials: BrC(=CC=1C(=NC(=CC1C(C)C)C1=CC=CC=C1)C1=CC=C(C=C1)F)Br (3-(2,2-Dibromoethenyl)-2-(4fluorophenyl)-4-(1-methylethyl)-6-phenylpyridine), [Li]CCCC (n-BuLi). RXN SMILES: Br[C:2](Br)=[CH:3][C:4]1[C:5]([C:19]2[CH:24]=[CH:23][C:22]([F:25])=[CH:21][CH:20]=2)=[N:6][C:7]([C:13]2[CH:18]=[CH:17][CH:16]=[CH:15][CH:14]=2)=[CH:8][C:9]=1[CH:10]([CH3:12])[CH3:11].[Li]CCCC>C1COCC1>[C:3]([C:4]1[C:5]([C:19]2[CH:24]=[CH:23][C:22]([F:25])=[CH:21][CH:20]=2)=[N:6][C:7]([C:13]2[CH:18]=[CH:17][CH:16]=[CH:15][CH:14]=2)=[CH:8][C:9]=1[CH:10]([CH3:12])[CH3:11])#[CH:2]. Isolated yield 88.5%. Procedure details: A solution of 3-(2,2-Dibromoethenyl)-2-(4fluorophenyl)-4-(1-methylethyl)-6-phenylpyridine (2.677 gm, 5.63 mmol) in dry THF (25 ml) was cooled to -78° C. and treated with n-BuLi (1.6M in hexane, 7.75 ml, 12.4 mmol) over a 1 minute period. After stirring at -78° C. for one hours, the deep green solution was quenched with saturated NH4Cl, warmed to room temperature, diluted with H2O, and extracted once with Et2O. The Et2O extract was washed with brine, dried (Na2SO4), filtered and stripped to give ... The reactants are C(CCC)[Sn](CCCC)(CCCC)Cl (tri-n-butylstannyl chloride), CC=1N2C(SC1)=CN=C2 (3-methylimidazo[5,1-b]thiazole), solution, C(CCC)[Li] (n-butyl lithium). Solvent: [Cl-].[NH4+] (ammonium chloride), C1CCOC1 (THF), CCCCCC (n-hexane). Reaction conditions: time 1 hour. Product: C(CCC)[Sn](C1=C(N2C(S1)=CN=C2)C)(CCCC)CCCC (2-(tri-n-butylstannyl)-3-methylimidazo[5,1-b]thiazole). Reaction SMILES: [CH3:1][C:2]1[N:3]2[CH:9]=[N:8][CH:7]=[C:4]2[S:5][CH:6]=1.C([Li])CCC.[CH2:15]([Sn:19](Cl)([CH2:24][CH2:25][CH2:26][CH3:27])[CH2:20][CH2:21][CH2:22][CH3:23])[CH2:16][CH2:17][CH3:18]>C1COCC1.CCCCCC.[Cl-].[NH4+]>[CH2:24]([Sn:19]([CH2:15][CH2:16][CH2:17][CH3:18])([CH2:20][CH2:21][CH2:22][CH3:23])[C:6]1[S:5][C:4]2=[CH:7][N:8]=[CH:9][N:3]2[C:2]=1[CH3:1])[CH2:25][CH2:26][CH3:27] |f:5.6|. Procedure details: A solution of 3-methylimidazo[5,1-b]thiazole (513.2 mg) in anhydrous THF (8 ml) was cooled to −78° C. under the atmosphere of argon, and a 1.6 N solution of n-butyl lithium in n-hexane (2.47 ml) was added dropwise. After the reaction was stirred at the same temperature for 1 hour, 1.06 ml of tri-n-butylstannyl chloride was added, and the mixture was further stirred at the same temperature for 1 hour and then for 30 minutes during which the mixture was allowed to be warmed to room temperature. Th... The reactants are C(\C=C\C1=CC(OC)=C(O)C=C1)(=O)O (Ferulic acid), C(C)O (ethyl alcohol), Cl (hydrogen chloride). Run in CCCCCC.C(C)(=O)OCC (n-hexane ethyl acetate). The product is C(\C=C\C1=CC(OC)=C(O)C=C1)(=O)OCC (ethyl ferulate). Isolated yield 85.3%. Reaction SMILES: [C:1]([OH:14])(=[O:13])/[CH:2]=[CH:3]/[C:4]1[CH:12]=[CH:11][C:9]([OH:10])=[C:6]([O:7][CH3:8])[CH:5]=1.[CH2:15](O)[CH3:16].Cl>CCCCCC.C(OCC)(=O)C>[C:1]([O:14][CH2:15][CH3:16])(=[O:13])/[CH:2]=[CH:3]/[C:4]1[CH:12]=[CH:11][C:9]([OH:10])=[C:6]([O:7][CH3:8])[CH:5]=1 |f:3.4|. Reported procedure: Ferulic acid (4.85 g) and then ethyl alcohol (50 ml) containing hydrogen chloride (4%) were placed in an egg-plant type flask (200 ml), and heated under reflux for 2.5 hours. The disappearance of the starting material was confirmed by TLC (n-hexane/ethyl acetate=2/1), then the solvent was evaporated under reduced pressure by a rotary evaporator. Benzene was added to the residue, and then, the solvent was again evaporated by a rotary evaporator to obtain the wine-colored crude product (5.79 g). T... Yields the product COc1ccc(-c2cc(C=O)c3occc3c2)cc1. As a reaction SMILES: [C:55]([Cl:56])([Cl:57])([Cl:58])[Cl:59].[CH3:1][O:2][c:3]1[cH:4][cH:5][c:6](-[c:9]2[cH:10][c:11]([CH3:18])[c:12]3[c:13]([cH:14][cH:15][o:16]3)[cH:17]2)[cH:7][cH:8]1.[K+:47].[K+:53].[K+:54].[N:27]#[C:28][C:29]([N:30]=[N:31][C:32]([C:33]#[N:34])([CH3:35])[CH3:36])([CH3:37])[CH3:38].[O:19]=[C:20]1[N:21]([Br:22])[C:23](=[O:24])[CH2:25][CH2:26]1.[P:48]([O-:49])([O-:50])([OH:51])=[O:52].[c:39]1([CH2:40][Se-:41])[cH:42][cH:43][cH:44][cH:45][cH:46]1>>[CH3:1][O:2][c:3]1[cH:4][cH:5][c:6](-[c:9]2[cH:10][c:11]([CH:18]=[O:19])[c:12]3[c:13]([cH:14][cH:15][o:16]3)[cH:17]2)[cH:7][cH:8]1. The reactants are ClC(Cl)(Cl)Cl, COc1ccc(-c2cc(C)c3occc3c2)cc1, [K+], [K+], [K+], CC(C)(C#N)N=NC(C)(C)C#N, O=C1CCC(=O)N1Br, O=P([O-])([O-])O, [Se-]Cc1ccccc1. Reactants: CSC(=C1C(C2=CC(=CC=C2C(C1=O)(CCC)CCC)F)=O)SC (2-[bis(methylthio)methylene]-7-fluoro-4,4-dipropylnaphthalene-1,3(2H,4 H)-dione), NC1=C(C=C(C=C1)OCC1=CC=CC=C1)S(=O)(=O)N (2-amino-5-(benzyloxy)benzenesulfonamide), CSC(=C1C(C2=CC=CC=C2C(C1=O)(CCCC)CCCC)=O)SC (2-[bis(methylsulfanyl)methylene]-4,4-dibutyl-1,3(2H,4 H)-naphthalenedione), NC1=C(C=C(C=C1)NC(OC(C)(C)C)=O)S(=O)(=O)N (tert-butyl 4-amino-3-(aminosulfonyl)phenylcarbamate). The product is FC1=CC=C2C(C(C(=C(C2=C1)O)C1=NS(C2=C(N1)C=CC(=C2)NC(OC(C)(C)C)=O)(=O)=O)=O)(CCC)CCC (tert-butyl 3-(7-fluoro-1-hydroxy-3-oxo-4,4-dipropyl-3,4-dihydronaphthalen-2-yl)-1,1-dioxido-4H-1,2,4-benzothiadiazin-7-ylcarbamate). As a reaction SMILES: CS[C:3](SC)=[C:4]1[C:13](=[O:14])[C:12]([CH2:18][CH2:19][CH3:20])([CH2:15][CH2:16][CH3:17])[C:11]2[C:6](=[CH:7][C:8]([F:21])=[CH:9][CH:10]=2)[C:5]1=[O:22].CSC(SC)=C1C(=O)C(CCCC)(CCCC)C2C(=CC=CC=2)C1=O.[NH2:50][C:51]1[CH:56]=[CH:55][C:54]([NH:57][C:58](=[O:64])[O:59][C:60]([CH3:63])([CH3:62])[CH3:61])=[CH:53][C:52]=1[S:65]([NH2:68])(=[O:67])=[O:66].NC1C=CC(OCC2C=CC=CC=2)=CC=1S(N)(=O)=O>>[F:21][C:8]1[CH:7]=[C:6]2[C:11]([C:12]([CH2:15][CH2:16][CH3:17])([CH2:18][CH2:19][CH3:20])[C:13](=[O:14])[C:4]([C:3]3[NH:50][C:51]4[CH:56]=[CH:55][C:54]([NH:57][C:58](=[O:64])[O:59][C:60]([CH3:62])([CH3:63])[CH3:61])=[CH:53][C:52]=4[S:65](=[O:66])(=[O:67])[N:68]=3)=[C:5]2[OH:22])=[CH:10][CH:9]=1. Procedure: The title compound was prepared according to the procedure of Example 5D, substituting the compound of Example 14H for the compound of Example 5C, and the compound of Example 17A for the compound of Example 2D. 1H NMR (300 MHz, DMSO-d6): δ 0.62 (m, 8 H) 0.91 (m, 2 H) 1.47 (d, J=17.28 Hz, 9 H) 1.93 (m, 2 H) 2.10 (m, 2 H) 7.63 (m, 5 H) 8.03 (s, 1 H) 9.77 (s, 1 H) 14.21 (s, 1 H). Starting materials: C(C)(C)(C)OC(COC1=C(C=C(C=C1)Cl)C#C)=O (tert-butyl(4-chloro-2-ethynylphenoxy)acetate), BrC=1C=C(C=NC1)N(S(=O)(=O)C)C (N-(5-bromopyridin-3-yl)-N-methylmethanesulfonamide), C(C)(C)(C)OC(COC1=C(C=C(C=C1)Cl)C#C)=O (tert-butyl(4-chloro-2-ethynylphenoxy)acetate), BrC=1C=C(C=NC1)N(S(=O)(=O)C)C (N-(5-bromopyridin-3-yl)-N-methylmethanesulfonamide). Product: ClC1=CC(=C(OCC(=O)O)C=C1)C#CC=1C=NC=C(C1)N(S(=O)(=O)C)C ([4-chloro-2-({5-[methyl(methylsulfonyl)amino]pyridin-3-yl}ethynyl)phenoxy]acetic acid). RXN SMILES: C([O:5][C:6](=[O:18])[CH2:7][O:8][C:9]1[CH:14]=[CH:13][C:12]([Cl:15])=[CH:11][C:10]=1[C:16]#[CH:17])(C)(C)C.Br[C:20]1[CH:21]=[C:22]([N:26]([CH3:31])[S:27]([CH3:30])(=[O:29])=[O:28])[CH:23]=[N:24][CH:25]=1>>[Cl:15][C:12]1[CH:13]=[CH:14][C:9]([O:8][CH2:7][C:6]([OH:5])=[O:18])=[C:10]([C:16]#[C:17][C:20]2[CH:25]=[N:24][CH:23]=[C:22]([N:26]([CH3:31])[S:27]([CH3:30])(=[O:29])=[O:28])[CH:21]=2)[CH:11]=1. Procedure: Following the general method as outlined in Example 37, starting from tert-butyl(4-chloro-2-ethynyl phenoxy)acetate (Intermediate 3) and N-(5-bromopyridin-3-yl)-N-methylmethanesulfonamide (Intermediate 33), the title compound was obtained as an off-white solid. The reactants are Cl (hydrochloric acid), ice, CC#C (methyl acetylene), O1CCCC1 (tetrahydrofurane), [Mg] (magnesium), C(CBr)Br (ethylene bromide), O1CCCC1 (tetrahydrofurane), O(C1=CC=CC=C1)C1=CC=C(C=O)C=C1 (p-phenoxybenzaldehyde), O1CCCC1 (tetrahydrofurane). Run at time 15 minute. The product is C(#CC)C(C1=CC(=CC=C1)OC1=CC=CC=C1)O (α-prop-1-ynyl-3-phenoxybenzyl alcohol). As a reaction SMILES: CC#C.[Mg].C(Br)CBr.[O:9]([C:16]1[CH:23]=[CH:22][C:19](C=O)=[CH:18][CH:17]=1)[C:10]1[CH:15]=[CH:14][CH:13]=[CH:12][CH:11]=1.Cl.[O:25]1[CH2:29][CH2:28][CH2:27][CH2:26]1>>[C:27]([CH:26]([OH:25])[C:22]1[CH:19]=[CH:18][CH:17]=[C:16]([O:9][C:10]2[CH:11]=[CH:12][CH:13]=[CH:14][CH:15]=2)[CH:23]=1)#[C:28][CH3:29]. Procedure details: To a solution of 8 g of methyl acetylene in 100 ml of tetrahydrofurane is slowly added at 0° C. a Grignard solution freshly prepared from 4 gof magnesium and 20 g of ethylene bromide in 20 ml of tetrahydrofurane. Themixture is stirred for 15 minutes under argon and a solution of 27 g of p-phenoxybenzaldehyde in 100 ml of tetrahydrofurane is added dropwise at 0° to 5° C. After stirring for 14 hours at room temperature,the reaction mixture is cooled to 0° C. with 50 g of ice and, after the slow ad... Procedure details: TLC(CH2Cl2:MeOH, 92:8 v/v): Rf=0.55; UV/vis λmax 262 nm, 432 nm; HRMS (m/z): [M]+ calculated for C16H12O3S, 285.0585. found 285.0578. See Table 2 for NMR data. Roseobacticide B. TLC(CH2Cl2:MeOH, 92:8 v/v): Rf=0.58; UV/vis λmax 262 nm, 316 nm, 430 nm; HRMS (m/z): [M]+calculated for C16H12O2S, 269.0637. found 269.0635. See Table 3 for NMR data. Product: CSC1=CC=CC2=C(C(=O)OC2=C1)C3=CC=C(C=C3)O (Roseobacticide A). The reactants are C(Cl)Cl (CH2Cl2), CO (MeOH), CO (MeOH), CSC1=CC=CC2=C(C(=O)OC2=C1)C3=CC=CC=C3 (Roseobacticide B), C(Cl)Cl (CH2Cl2). As a reaction SMILES: C(Cl)Cl.[CH3:4][S:5][C:6]1[CH:16]=[C:15]2[C:10](=[C:11]([C:17]3[CH:22]=[CH:21][CH:20]=[CH:19][CH:18]=3)[C:12]([O:14]2)=[O:13])[CH:9]=[CH:8][CH:7]=1.C[OH:24]>>[CH3:4][S:5][C:6]1[CH:16]=[C:15]2[C:10](=[C:11]([C:17]3[CH:22]=[CH:21][C:20]([OH:24])=[CH:19][CH:18]=3)[C:12]([O:14]2)=[O:13])[CH:9]=[CH:8][CH:7]=1.